From a dataset of the Open Reaction Database (ORD), a public repository of structured organic reaction records. describe an organic reaction: reactants, conditions, products, and yield The reactants are CCOC(C)=O, Sc1cccc(I)c1, [K+], [OH-], Cc1ccc(S(=O)(=O)OCC2CCCN2C(=O)OC(C)(C)C)cc1, c1ccncc1. Product: CC(C)(C)OC(=O)N1CCCC1CSc1cccc(I)c1. As a reaction SMILES: [CH3:41][CH2:42][O:43][C:44]([CH3:45])=[O:46].[I:1][c:2]1[cH:3][c:4]([SH:8])[cH:5][cH:6][cH:7]1.[K+:34].[OH-:33].[c:9]1([CH3:10])[cH:11][cH:12][c:13]([S:14]([O:15][CH2:19][CH:20]2[N:21]([C:25](=[O:26])[O:27][C:28]([CH3:29])([CH3:30])[CH3:31])[CH2:22][CH2:23][CH2:24]2)(=[O:16])=[O:17])[cH:18][cH:32]1.[cH:35]1[cH:36][cH:37][n:38][cH:39][cH:40]1>>[I:1][c:2]1[cH:3][c:4]([S:8][CH2:19][CH:20]2[N:21]([C:25](=[O:26])[O:27][C:28]([CH3:29])([CH3:30])[CH3:31])[CH2:22][CH2:23][CH2:24]2)[cH:5][cH:6][cH:7]1. Reactants: O=C=NCc1ccccc1, CN(C)c1ccncc1, Nc1nonc1-c1noc(=O)n1-c1ccc(F)c(Br)c1, c1ccncc1. Yields the product O=C(NCc1ccccc1)Nc1nonc1-c1noc(=O)n1-c1ccc(F)c(Br)c1. Reaction SMILES: [CH2:21]([c:22]1[cH:23][cH:24][cH:25][cH:26][cH:27]1)[N:28]=[C:29]=[O:30].[CH3:31][N:32]([CH3:33])[c:34]1[cH:35][cH:36][n:37][cH:38][cH:39]1.[NH2:1][c:2]1[c:3](-[c:7]2[n:8][o:9][c:10](=[O:20])[n:11]2-[c:12]2[cH:13][c:14]([Br:19])[c:15]([F:18])[cH:16][cH:17]2)[n:4][o:5][n:6]1.[cH:40]1[cH:41][cH:42][n:43][cH:44][cH:45]1>>[NH:1]([c:2]1[c:3](-[c:7]2[n:8][o:9][c:10](=[O:20])[n:11]2-[c:12]2[cH:13][c:14]([Br:19])[c:15]([F:18])[cH:16][cH:17]2)[n:4][o:5][n:6]1)[C:29]([NH:28][CH2:21][c:22]1[cH:23][cH:24][cH:25][cH:26][cH:27]1)=[O:30]. Reactants: CN1C=NC=C1 (1-methylimdazole), BrCCCCCC (1-bromohexane), Teflon. Reaction conditions: temperature 90 celsius. Yields the product [Br-].C(CCCCC)[N+]1=CN(C=C1)C (1-hexyl-3-methylimidazolium bromide). Isolated yield 97.9%. Reaction SMILES: [CH3:1][N:2]1[CH:6]=[CH:5][N:4]=[CH:3]1.[Br:7][CH2:8][CH2:9][CH2:10][CH2:11][CH2:12][CH3:13]>>[Br-:7].[CH2:8]([N+:4]1[CH:5]=[CH:6][N:2]([CH3:1])[CH:3]=1)[CH2:9][CH2:10][CH2:11][CH2:12][CH3:13] |f:2.3|. Reported procedure: A 35 mL glass pressure tube (Ace Glass Cat#8648-07) containing a stir bar was charged with 6.158 g (0.075 moles) of 1-methylimdazole followed by 12.380 g (0.075 moles) of 1-bromohexane. The tube was sealed with a threaded Teflon plug and an O-ring and the tubes were placed in an oil bath on a VWR stirring hot plate. The temperature was raised to 90° C. and maintained at this temperature for 16 hours during which time the solution became viscous and the stir bar had stopped. The tube was removed ... The reactants are [Br-], COC1=CC(=O)CN(Cc2ccccc2)C1, C1CCOC1, [Mg+]c1ccc(Cl)cc1, Cl. Yields the product O=C1C=C(c2ccc(Cl)cc2)CN(Cc2ccccc2)C1. RXN SMILES: [Br-:1].[CH2:10]([c:11]1[cH:12][cH:13][cH:14][cH:15][cH:16]1)[N:17]1[CH2:18][C:19](=[O:25])[CH:20]=[C:21]([O:23][CH3:24])[CH2:22]1.[CH2:27]1[O:28][CH2:29][CH2:30][CH2:31]1.[Cl:2][c:3]1[cH:4][cH:5][c:6]([Mg+:9])[cH:7][cH:8]1.[ClH:26]>>[Cl:2][c:3]1[cH:4][cH:5][c:6]([C:21]2=[CH:20][C:19](=[O:25])[CH2:18][N:17]([CH2:10][c:11]3[cH:12][cH:13][cH:14][cH:15][cH:16]3)[CH2:22]2)[cH:7][cH:8]1. Starting materials: C(C1=CC=CC=C1)N1CCC(CC1)(N(C(CC)=O)C1=CC=CC=C1)C=1OC(=NN1)CC (1-benzyl-4-(ethyl-1,3,4-oxadiazolyl)-4-(N-phenylpropionamido)piperidine), [H][H] (hydrogen). Reagents/catalysts: [Pd] (palladium on charcoal). Solvent: CO (methanol). Run at time 24 hour. The product is C(C)C1=NN=C(O1)C1(CCNCC1)N(C(CC)=O)C1=CC=CC=C1 (4-(ethyl-1,3,4-oxadiazolyl)-4-(N-phenylpropionamido)piperidine). Yield: 99.5%. Reaction SMILES: C([N:8]1[CH2:13][CH2:12][C:11]([C:25]2[O:26][C:27]([CH2:30][CH3:31])=[N:28][N:29]=2)([N:14]([C:19]2[CH:24]=[CH:23][CH:22]=[CH:21][CH:20]=2)[C:15](=[O:18])[CH2:16][CH3:17])[CH2:10][CH2:9]1)C1C=CC=CC=1.[H][H]>[Pd].CO>[CH2:30]([C:27]1[O:26][C:25]([C:11]2([N:14]([C:19]3[CH:24]=[CH:23][CH:22]=[CH:21][CH:20]=3)[C:15](=[O:18])[CH2:16][CH3:17])[CH2:10][CH2:9][NH:8][CH2:13][CH2:12]2)=[N:29][N:28]=1)[CH3:31]. Procedure: A mixture of 1-benzyl-4-(ethyl-1,3,4-oxadiazolyl)-4-(N-phenylpropionamido)piperidine (8.20 g, 19.6 mmol) and 10% palladium on charcoal (2.0 g) in methanol (100 ml) was reacted with hydrogen (50 psi) in a Parr shaker. After 24 hours, the resulting mixture was filtered and the filtrate was concentrated in vacuo. A foamy residue (6.42 g, 19.5 mmol) was obtained. It was used for reactions without further purification. ##STR32##